This data is from the Open Reaction Database (ORD), a public repository of structured organic reaction records. The task is: describe an organic reaction: reactants, conditions, products, and yield The reactants are C(C1=CC=CC=C1)C(C(=O)[O-])C(C(C(C)(C)C)=O)O (2-benzyl-3-hydroxy-5,5-dimethyl-4-oxo-hexanoate), [OH-].[Na+] (sodium hydroxide), Cl (hydrochloric acid). The solvent is CO (methanol). Reaction conditions: time 3 hour. Product: C(C1=CC=CC=C1)C(C(=O)O)C(C(C(C)(C)C)=O)O (2-benzyl-3-hydroxy-5,5-dimethyl-4-oxohexanoic acid). As a reaction SMILES: [CH2:1]([CH:8]([CH:12]([OH:19])[C:13](=[O:18])[C:14]([CH3:17])([CH3:16])[CH3:15])[C:9]([O-:11])=[O:10])[C:2]1[CH:7]=[CH:6][CH:5]=[CH:4][CH:3]=1.[OH-].[Na+].Cl>CO>[CH2:1]([CH:8]([CH:12]([OH:19])[C:13](=[O:18])[C:14]([CH3:15])([CH3:17])[CH3:16])[C:9]([OH:11])=[O:10])[C:2]1[CH:7]=[CH:6][CH:5]=[CH:4][CH:3]=1 |f:1.2|. Procedure: A mixture of 300 mg (1.07 mmol) of the less polar (2R,3R or S)-2-benzyl-3-hydroxy-5,5-dimethyl-4-oxo-hexanoate and 1.07 ml of 1N sodium hydroxide solution in 10 ml of methanol is stirred at room temperature for 3 hours. Thereafter, the reaction mixture is neutralized with 1.07 ml of 1N hydrochloric acid and evaporated under reduced pressure. The residue is triturated with ethyl acetate and the insoluble solid is separated. After evaporation of the ethyl acetate phase there are obtained 180 mg of...